This data is from the Open Reaction Database (ORD), a public repository of structured organic reaction records. The task is: describe an organic reaction: reactants, conditions, products, and yield Reactants: C1CCOC1, N#Cc1ccc2c(c1)CCN2C(=O)C(F)(F)F, [Na+], [OH-]. The product is N#Cc1ccc2c(c1)CCN2. Reaction SMILES: [CH2:18]1[O:19][CH2:20][CH2:21][CH2:22]1.[F:1][C:2]([F:3])([F:4])[C:16]([N:5]1[CH2:6][CH2:7][c:8]2[cH:9][c:10]([C:14]#[N:15])[cH:11][cH:12][c:13]21)=[O:17].[Na+:24].[OH-:23]>>[NH:5]1[CH2:6][CH2:7][c:8]2[cH:9][c:10]([C:14]#[N:15])[cH:11][cH:12][c:13]21.